From a dataset of the Open Reaction Database (ORD), a public repository of structured organic reaction records. describe an organic reaction: reactants, conditions, products, and yield The product is C1(CCCCC1)C(C1=C(OC2=C1C=CC=C2)CC)NC2=CC=C(C=C2)C(=O)N(CCC(=O)O)C (3-{[(4-{[cyclohexyl(2-ethyl-1-benzofuran-3-yl)methyl]amino}phenyl)carbonyl](methyl)amino}propanoic acid). Starting materials: ClC(C1=C(OC2=C1C=CC=C2)CC)C2CCCCC2 (3-[chloro(cyclohexyl)methyl]-2-ethyl-1-benzofuran), NC1=CC=C(C=C1)C(=O)N(CCC(=O)OCC)C (ethyl 3-{[(4-aminophenyl)carbonyl](methyl)amino}propanoate), compound. Procedure: Using 3-[chloro(cyclohexyl)methyl]-2-ethyl-1-benzofuran (300 mg) synthesized above and ethyl 3-{[(4-aminophenyl)carbonyl](methyl)amino}propanoate (270 mg) synthesized in Example 2(2) and in the same manner as in Example A22(4), the title object compound (287 mg, 57%) was obtained as a white solid. As a reaction SMILES: Cl[CH:2]([CH:14]1[CH2:19][CH2:18][CH2:17][CH2:16][CH2:15]1)[C:3]1[C:7]2[CH:8]=[CH:9][CH:10]=[CH:11][C:6]=2[O:5][C:4]=1[CH2:12][CH3:13].[NH2:20][C:21]1[CH:26]=[CH:25][C:24]([C:27]([N:29]([CH3:37])[CH2:30][CH2:31][C:32]([O:34]CC)=[O:33])=[O:28])=[CH:23][CH:22]=1>>[CH:14]1([CH:2]([NH:20][C:21]2[CH:22]=[CH:23][C:24]([C:27]([N:29]([CH3:37])[CH2:30][CH2:31][C:32]([OH:34])=[O:33])=[O:28])=[CH:25][CH:26]=2)[C:3]2[C:7]3[CH:8]=[CH:9][CH:10]=[CH:11][C:6]=3[O:5][C:4]=2[CH2:12][CH3:13])[CH2:19][CH2:18][CH2:17][CH2:16][CH2:15]1. The reactants are CC(=O)SC1C(OC2C1OC(O2)(C)C)C3COC(O3)(C)C (3-S-Acetyl-1,2:5,6-di-O-isopropylidene-3-thio-α-D-allofuranose). Reagents/catalysts: [Al].[Ni] (nickel-aluminium), [Ni] (Raney nickel). Run in CO (methanol), CO (methanol). Conditions: time 15 hour. Yields the product CC1(OC[C@@H](O1)[C@@H]2C[C@@H]3[C@H](O2)OC(O3)(C)C)C (3-Deoxy-1,2:5,6-di-O-isopropylidene-α-D-ribo-hexofuranose). As a reaction SMILES: CC(S[CH:5]1[CH:9]2[O:10][C:11]([CH3:14])([CH3:13])[O:12][CH:8]2[O:7][CH:6]1[CH:15]1[O:19][C:18]([CH3:21])([CH3:20])[O:17][CH2:16]1)=O>CO.[Ni].[Al].[Ni]>[CH3:20][C:18]1([CH3:21])[O:19][C@@H:15]([C@H:6]2[O:7][C@@H:8]3[O:12][C:11]([CH3:14])([CH3:13])[O:10][C@@H:9]3[CH2:5]2)[CH2:16][O:17]1 |f:3.4|. Procedure: The crude reaction mixture obtained by the procedure described in Example 2 containing 3-S-Acetyl-1,2:5,6-di-O-isopropylidene-3-thio-α-D-allofuranose E2 (7.5 g, 23.58 mmole) was dissolved in methanol and added to a slurry of freshly prepared Raney nickel (prepared from nickel-aluminium alloy, 60 g) in methanol (100 ml). The reaction mixture was stirred at room temperature for 15 h and filtered. The filtrate was concentrated under reduced pressure to give the title product E3; yield: 5 g, 88%, wh... The reactants are [Al+3], O=C1CCCCC(Cc2ccc(Cl)cc2)N1, [H-], [H-], [H-], [H-], [Li+], C1CCOC1. Product: Clc1ccc(CC2CCCCCN2)cc1. Reaction SMILES: [Al+3:2].[Cl:7][c:8]1[cH:9][cH:10][c:11]([CH2:12][CH:13]2[CH2:14][CH2:15][CH2:16][CH2:17][C:18](=[O:20])[NH:19]2)[cH:21][cH:22]1.[H-:1].[H-:4].[H-:5].[H-:6].[Li+:3].[O:23]1[CH2:24][CH2:25][CH2:26][CH2:27]1>>[Cl:7][c:8]1[cH:9][cH:10][c:11]([CH2:12][CH:13]2[CH2:14][CH2:15][CH2:16][CH2:17][CH2:18][NH:19]2)[cH:21][cH:22]1. Reactants: N[C@@H](CC1=CN(C2=CC=CC=C12)S(=O)(=O)C1=CC=C(C)C=C1)C(=O)OCC1=CC=CC=C1 (Trp(Tos)-OBzl). The solvent is C(C)(=O)O (acetic acid). Reaction conditions: time 1 hour. The product is N[C@@H](CC1=CN(C2=CC=CC=C12)S(=O)(=O)C1=CC=C(C)C=C1)C(=O)O (H-Trp(Tos)-OH). Reaction SMILES: [NH2:1][C@H:2]([C:23]([O:25]CC1C=CC=CC=1)=[O:24])[CH2:3][C:4]1[C:12]2[C:7](=[CH:8][CH:9]=[CH:10][CH:11]=2)[N:6]([S:13]([C:16]2[CH:22]=[CH:21][C:19]([CH3:20])=[CH:18][CH:17]=2)(=[O:15])=[O:14])[CH:5]=1>C(O)(=O)C>[NH2:1][C@H:2]([C:23]([OH:25])=[O:24])[CH2:3][C:4]1[C:12]2[C:7](=[CH:8][CH:9]=[CH:10][CH:11]=2)[N:6]([S:13]([C:16]2[CH:22]=[CH:21][C:19]([CH3:20])=[CH:18][CH:17]=2)(=[O:14])=[O:15])[CH:5]=1. Procedure: In 80% acetic acid (20 ml) was suspended Tr-Trp(Tos)-OBzl (1.3 g, 1.88 mM) and the mixture was stirred at room temperature for one hour, whereby the material was dissolved. The precipitated triphenylmethanol was filtered off and the filtrate was subjected to catalytic reduction for 4 hours in the presence of palladium black at room temperature. The catalyst was filtered off and the acetic acid was distilled off. The residue was recrystallized from water to give H-Trp(Tos)-OH. Yield 585 mg (86.9%... Starting materials: NC1=C(C=C(C=C1)SCC)[N+](=O)[O-] (1-Amino-4-ethylthio-2-nitrobenzene), [S-]C#N.[K+] (potassium thiocyanate), C(C)#N (acetonitrile), ClC(=O)OC (methyl chloroformate). Solvent: O (water). Reaction conditions: temperature 10 celsius, time 2 hour. Yields the product C(C)SC1=CC(=C(C=C1)NC(=S)NC(=O)OC)[N+](=O)[O-] (4-ethylthio-1-(3-methoxycarbonyl-2-thioureido)-2-nitrobenzene). Yield: 39.2%. As a reaction SMILES: [S-:1][C:2]#[N:3].[K+].C(#N)C.Cl[C:9]([O:11][CH3:12])=[O:10].[NH2:13][C:14]1[CH:19]=[CH:18][C:17]([S:20][CH2:21][CH3:22])=[CH:16][C:15]=1[N+:23]([O-:25])=[O:24]>O>[CH2:21]([S:20][C:17]1[CH:18]=[CH:19][C:14]([NH:13][C:2]([NH:3][C:9]([O:11][CH3:12])=[O:10])=[S:1])=[C:15]([N+:23]([O-:25])=[O:24])[CH:16]=1)[CH3:22] |f:0.1|. Procedure: A mixture of dry potassium thiocyanate (25.65 g.) and acetonitrile (320 ml.) was cooled to 10° C. and treated during 5 minutes with methyl chloroformate (25.0 g.). The mixture was stirred at room temperature for 2 hours. 1-Amino-4-ethylthio-2-nitrobenzene (22.45 g.) was then added to the mixture at 10°-15° C. The suspension was stirred for 3 hours at room temperature and allowed to stand overnight. It was then poured into water (1.6 liters) and the solid which precipitated was filtered off, wash... Starting materials: Cl.C(C)C(=O)N (ethylformamidate hydrochloride), CCN(C(C)C)C(C)C (DIPEA), NCC1=NN(N=C1)C[C@H]1N(C([C@H]1NC(\C(\C=1N=C(SC1)N)=N/OC(C(=O)O)(C)C)=O)=O)S(=O)(=O)O (2-(((Z)-(2-(((2R,3S)-2-((4-(aminomethyl)-2H-1,2,3-triazol-2-yl)methyl)-4-oxo-1-sulfoazetidin-3-yl)amino)-1-(2-aminothiazol-4-yl)-2-oxoethylidene)amino)oxy)-2-methylpropanoic acid), Cl.C(C)C(=O)N (ethylformamidate hydrochloride), CCN(C(C)C)C(C)C (DIPEA). Run in CN(C)C=O (DMF). Reaction conditions: time 2 hour. The product is NC=1SC=C(N1)/C(/C(=O)N[C@H]1[C@H](N(C1=O)S(=O)(=O)O)CN1N=CC(=N1)CNC=N)=N/OC(C(=O)O)(C)C (2-(((Z)-(1-(2-aminothiazol-4-yl)-2-(((2R,3S)-2-((4-(formimidamidomethyl)-2H-1,2,3-triazol-2-yl)methyl)-4-oxo-1-sulfoazetidin-3-yl)amino)-2-oxoethylidene)amino)oxy)-2-methylpropanoic acid). Yield: 17.5%. Reaction SMILES: [NH2:1][CH2:2][C:3]1[CH:7]=[N:6][N:5]([CH2:8][C@@H:9]2[C@H:12]([NH:13][C:14](=[O:30])/[C:15](=[N:22]\[O:23][C:24]([CH3:29])([CH3:28])[C:25]([OH:27])=[O:26])/[C:16]3[N:17]=[C:18]([NH2:21])[S:19][CH:20]=3)[C:11](=[O:31])[N:10]2[S:32]([OH:35])(=[O:34])=[O:33])[N:4]=1.Cl.C([C:39]([NH2:41])=O)C.CCN(C(C)C)C(C)C>CN(C=O)C>[NH2:21][C:18]1[S:19][CH:20]=[C:16](/[C:15](=[N:22]/[O:23][C:24]([CH3:29])([CH3:28])[C:25]([OH:27])=[O:26])/[C:14]([NH:13][C@@H:12]2[C:11](=[O:31])[N:10]([S:32]([OH:35])(=[O:34])=[O:33])[C@@H:9]2[CH2:8][N:5]2[N:4]=[C:3]([CH2:2][NH:1][CH:39]=[NH:41])[CH:7]=[N:6]2)=[O:30])[N:17]=1 |f:1.2|. Procedure: To a solution of 2-(((Z)-(2-(((2R,3S)-2-((4-(aminomethyl)-2H-1,2,3-triazol-2-yl)methyl)-4-oxo-1-sulfoazetidin-3-yl)amino)-1-(2-aminothiazol-4-yl)-2-oxoethylidene)amino)oxy)-2-methylpropanoic acid (100 mg, 0.159 mmol) and ethylformamidate hydrochloride (17.4 mg, 0.159 mmol) in DMF (1 mL) was added DIPEA (41 mg, 0.32 mmol). After 2 h of stirring, more ethylformamidate hydrochloride (9.0 mg, 0.082 mmol) and DIPEA (20 mg, 0.16 mmol) was added. After an additional 4 h the solution was concentrated an...